From a dataset of the Open Reaction Database (ORD), a public repository of structured organic reaction records. describe an organic reaction: reactants, conditions, products, and yield Starting materials: C(C)(C)(C)OC(N[C@H](C)C1=NC2=C(N1C1=CC=CC=C1)C=CC=C2C)=O ([(R)-1-(4-methyl-1-phenyl-1H-benzoimidazol-2-yl)ethyl]carbamic acid tertbutyl ester), C(=O)(C(F)(F)F)O (TFA), C(=O)(C(F)(F)F)O (TFA). The solvent is C(Cl)Cl (DCM). Run at time 3 hour. The product is CC1=CC=CC=2N(C(=NC21)[C@@H](C)N)C2=CC=CC=C2 ((R)-1-(4-Methyl-1-phenyl-1H-benzoimidazol-2-yl)ethylamine). The yield is 94.5%. As a reaction SMILES: C(OC(=O)[NH:7][C@@H:8]([C:10]1[N:14]([C:15]2[CH:20]=[CH:19][CH:18]=[CH:17][CH:16]=2)[C:13]2[CH:21]=[CH:22][CH:23]=[C:24]([CH3:25])[C:12]=2[N:11]=1)[CH3:9])(C)(C)C.C(O)(C(F)(F)F)=O>C(Cl)Cl>[CH3:25][C:24]1[C:12]2[N:11]=[C:10]([C@H:8]([NH2:7])[CH3:9])[N:14]([C:15]3[CH:20]=[CH:19][CH:18]=[CH:17][CH:16]=3)[C:13]=2[CH:21]=[CH:22][CH:23]=1. Procedure: To a solution of [(R)-1-(4-methyl-1-phenyl-1H-benzoimidazol-2-yl)ethyl]carbamic acid tertbutyl ester (404 mg, 1.15 mmol) in DCM (5 mL) was added TFA (1 mL) and the mixture was stirred at RT for 3 h. Additional TFA (0.5 mL) was added and stirring was continued for 30 min. Volatiles were then removed under reduced pressure and the residue was dissolved in a small amount of DCM and loaded onto an SCX-2 cartridge. The cartridge was initially washed with 10% MeOH in DCM and the product was eluted wit... Reactants: COCC(C)Oc1cc(Oc2ccc(C(=O)OC)cc2)cc(-c2ccc(-c3nccs3)n2C(=O)OC(C)(C)C)c1, ClCCl, O=C(O)C(F)(F)F. Product: COCC(C)Oc1cc(Oc2ccc(C(=O)OC)cc2)cc(-c2ccc(-c3nccs3)[nH]2)c1. RXN SMILES: [CH3:1][O:2][C:3](=[O:4])[c:5]1[cH:6][cH:7][c:8]([O:9][c:10]2[cH:11][c:12](-[c:22]3[n:23]([C:32]([O:33][C:34]([CH3:35])([CH3:36])[CH3:37])=[O:38])[c:24](-[c:27]4[s:28][cH:29][cH:30][n:31]4)[cH:25][cH:26]3)[cH:13][c:14]([O:16][CH:17]([CH2:18][O:19][CH3:20])[CH3:21])[cH:15]2)[cH:39][cH:40]1.[Cl:48][CH2:49][Cl:50].[OH:41][C:42]([C:43]([F:44])([F:45])[F:46])=[O:47]>>[CH3:1][O:2][C:3](=[O:4])[c:5]1[cH:6][cH:7][c:8]([O:9][c:10]2[cH:11][c:12](-[c:22]3[nH:23][c:24](-[c:27]4[s:28][cH:29][cH:30][n:31]4)[cH:25][cH:26]3)[cH:13][c:14]([O:16][CH:17]([CH2:18][O:19][CH3:20])[CH3:21])[cH:15]2)[cH:39][cH:40]1. Starting materials: CN(C=O)C (N,N-dimethylformamide), [N+](=O)([O-])C1=CC=C(C=C2C3=C(C=CC4=C2C=CC=C4)C=CC=C3)C=C1 (5-(4-nitrobenzylidene)-5H-dibenzo[a,d]cycloheptene), reduced iron, Cl (hydrochloric acid), [OH-].[Na+] (sodium hydroxide). Run in [Cl-].[Na+].O (brine). Conditions: temperature 70 celsius, time 3 hour. Product: NC1=CC=C(C=C2C3=C(C=CC4=C2C=CC=C4)C=CC=C3)C=C1 (5-(4-aminobenzylidene)-5H-dibenzo[a,d]cycloheptene). Isolated yield 92.7%. Reaction SMILES: CN(C)C=O.[N+:6]([C:9]1[CH:30]=[CH:29][C:12]([CH:13]=[C:14]2[C:20]3[CH:21]=[CH:22][CH:23]=[CH:24][C:19]=3[CH:18]=[CH:17][C:16]3[CH:25]=[CH:26][CH:27]=[CH:28][C:15]2=3)=[CH:11][CH:10]=1)([O-])=O.Cl.[OH-].[Na+]>[Cl-].[Na+].O>[NH2:6][C:9]1[CH:30]=[CH:29][C:12]([CH:13]=[C:14]2[C:15]3[CH:28]=[CH:27][CH:26]=[CH:25][C:16]=3[CH:17]=[CH:18][C:19]3[CH:24]=[CH:23][CH:22]=[CH:21][C:20]2=3)=[CH:11][CH:10]=1 |f:3.4,5.6.7|. Procedure details: To 150 ml of N,N-dimethylformamide, were added 10.0 g (30.7 mmol) of the above 5-(4-nitrobenzylidene)-5H-dibenzo[a,d]cycloheptene, 8.0 g (143 mmol) of reduced iron powder and 2.70 ml (30.6 mmol) of concentrated hydrochloric acid (d=1.18, 35%). The resulting mixture was heated to the inner temperature of about 70° C., and then heated and stirred for 3 hours at the same temperature. After the reaction was completed, the reaction mixture was cooled in an ice water bath, and about 12.4 ml of an aque... Starting materials: CCCc1nc2c(C)cc(-c3cn4cccnc4n3)cc2n1Cc1ccc(-c2ccccc2C(=O)OC(C)(C)C)cc1, ClCCl, O=C(O)C(F)(F)F. The product is CCCc1nc2c(C)cc(-c3cn4cccnc4n3)cc2n1Cc1ccc(-c2ccccc2C(=O)O)cc1. Reaction SMILES: [CH2:1]([CH2:2][CH3:3])[c:4]1[n:5][c:6]2[c:7]([n:8]1[CH2:9][c:10]1[cH:11][cH:12][c:13](-[c:16]3[c:17]([C:22](=[O:23])[O:24][C:25]([CH3:26])([CH3:27])[CH3:28])[cH:18][cH:19][cH:20][cH:21]3)[cH:14][cH:15]1)[cH:29][c:30](-[c:34]1[n:35][c:36]3[n:37]([cH:38][cH:39][cH:40][n:41]3)[cH:42]1)[cH:31][c:32]2[CH3:33].[CH2:50]([Cl:51])[Cl:52].[OH:43][C:44]([C:45]([F:46])([F:47])[F:48])=[O:49]>>[CH2:1]([CH2:2][CH3:3])[c:4]1[n:5][c:6]2[c:7]([n:8]1[CH2:9][c:10]1[cH:11][cH:12][c:13](-[c:16]3[c:17]([C:22](=[O:23])[OH:24])[cH:18][cH:19][cH:20][cH:21]3)[cH:14][cH:15]1)[cH:29][c:30](-[c:34]1[n:35][c:36]3[n:37]([cH:38][cH:39][cH:40][n:41]3)[cH:42]1)[cH:31][c:32]2[CH3:33]. Reactants: [Br-], CCCC(Oc1ccccc1Br)C(=O)N(C)OC, C[Mg+], Cl, C1CCOC1. Product: CCCC(Oc1ccccc1Br)C(C)=O. RXN SMILES: [Br-:19].[CH3:1][N:2]([O:3][CH3:4])[C:5]([CH:6]([CH2:7][CH2:8][CH3:9])[O:10][c:11]1[c:12]([Br:17])[cH:13][cH:14][cH:15][cH:16]1)=[O:18].[CH3:20][Mg+:21].[ClH:22].[O:23]1[CH2:24][CH2:25][CH2:26][CH2:27]1>>[C:5]([CH:6]([CH2:7][CH2:8][CH3:9])[O:10][c:11]1[c:12]([Br:17])[cH:13][cH:14][cH:15][cH:16]1)(=[O:18])[CH3:20]. Reactants: O=[Al-]=O.[Na+] (sodium aluminate), [O-][Si](=O)[O-].[Na+].[Na+] (water glass), Cl (hydrochloric acid). The product is [Si]([O-])([O-])([O-])[O-].[Al+3].[Si]([O-])([O-])([O-])[O-].[Si]([O-])([O-])([O-])[O-].[Al+3].[Al+3].[Al+3] (aluminum silicate). Reaction SMILES: [O:1]=[Al-:2]=O.[Na+].[O-:5][Si:6]([O-:8])=[O:7].[Na+].[Na+].Cl>>[Si:6]([O-:1])([O-:8])([O-:5])[O-:7].[Al+3:2].[Si:6]([O-:1])([O-:8])([O-:5])[O-:7].[Si:6]([O-:1])([O-:8])([O-:5])[O-:7].[Al+3:2].[Al+3:2].[Al+3:2] |f:0.1,2.3.4,6.7.8.9.10.11.12|. Procedure: A second mixture, consisting of a solution of sodium aluminate and water glass, is neutralized by adding hydrochloric acid to form an aluminum silicate gel. Starting materials: Cl.NC1CN(CC1)C=1N=C(C2=C(N1)SC=N2)NC2=CC(=C(C=C2)OC)OC (5-(3-aminopyrrolidin-1-yl)-N-(3,4-dimethoxyphenyl)thiazolo[5,4-d]pyrimidin-7-amine hydrochloride), O=C1NC2=CC(=CC=C2C1)C(=O)O (2-oxoindoline-6-carboxylic acid), CCN=C=NCCCN(C)C (EDCI), CN1C=NC=C1 (N-methylimidazole). Solvent: C(Cl)Cl (DCM). Run at time 16 hour. Product: COC=1C=C(C=CC1OC)NC=1C2=C(N=C(N1)N1CC(CC1)NC(=O)C1=CC=C3CC(NC3=C1)=O)SC=N2 (N-(1-(7-(3,4-dimethoxyphenylamino)thiazolo[5,4-d]pyrimidin-5-yl)pyrrolidin-3-yl)-2-oxoindoline-6-carboxamide). Yield: 23.5%. Reaction SMILES: Cl.[NH2:2][CH:3]1[CH2:7][CH2:6][N:5]([C:8]2[N:9]=[C:10]([NH:17][C:18]3[CH:23]=[CH:22][C:21]([O:24][CH3:25])=[C:20]([O:26][CH3:27])[CH:19]=3)[C:11]3[N:16]=[CH:15][S:14][C:12]=3[N:13]=2)[CH2:4]1.[O:28]=[C:29]1[CH2:37][C:36]2[C:31](=[CH:32][C:33]([C:38](O)=[O:39])=[CH:34][CH:35]=2)[NH:30]1.CCN=C=NCCCN(C)C.CN1C=CN=C1>C(Cl)Cl>[CH3:27][O:26][C:20]1[CH:19]=[C:18]([NH:17][C:10]2[C:11]3[N:16]=[CH:15][S:14][C:12]=3[N:13]=[C:8]([N:5]3[CH2:6][CH2:7][CH:3]([NH:2][C:38]([C:33]4[CH:32]=[C:31]5[C:36]([CH2:37][C:29](=[O:28])[NH:30]5)=[CH:35][CH:34]=4)=[O:39])[CH2:4]3)[N:9]=2)[CH:23]=[CH:22][C:21]=1[O:24][CH3:25] |f:0.1|. Procedure: A mixture of 5-(3-aminopyrrolidin-1-yl)-N-(3,4-dimethoxyphenyl)thiazolo[5,4-d]pyrimidin-7-amine hydrochloride (82 mg, 0.2 mmol), 2-oxoindoline-6-carboxylic acid (36 mg, 0.2 mmol), EDCI (76 mg, 0.4 mmol) and N-methylimidazole (50 mg, 0.6 mmol) in 5 mL of DCM was stirred at room temperature for 16 hours. The mixture was washed with water (4 mL), The organic layer was dried over Na2SO4. After filtration and concentration, the residue was purified by preparative TLC (Silica gel, 20 cm×20 cm, separat...